describe an organic reaction: reactants, conditions, products, and yield From a dataset of the Open Reaction Database (ORD), a public repository of structured organic reaction records. The reactants are C1(=CC=CC=C1)C1=NOC(=N1)N1CCC2(OCCO2)CC1 (8-(3-phenyl-[1,2,4]oxadiazol-5-yl)-1,4-dioxa-8-aza-spiro[4.5]decane), Cl (HCl), N (ammonia). Solvent: O (water). Product: C1(=CC=CC=C1)C1=NOC(=N1)N1CCC(CC1)=O (1-(3-Phenyl-[1,2,4]oxadiazol-5-yl)-piperidin-4-one). Reaction SMILES: [C:1]1([C:7]2[N:11]=[C:10]([N:12]3[CH2:21][CH2:20][C:15]4(OCC[O:16]4)[CH2:14][CH2:13]3)[O:9][N:8]=2)[CH:6]=[CH:5][CH:4]=[CH:3][CH:2]=1.Cl.N>O>[C:1]1([C:7]2[N:11]=[C:10]([N:12]3[CH2:13][CH2:14][C:15](=[O:16])[CH2:20][CH2:21]3)[O:9][N:8]=2)[CH:2]=[CH:3][CH:4]=[CH:5][CH:6]=1. Procedure details: A mixture of 8-(3-phenyl-[1,2,4]oxadiazol-5-yl)-1,4-dioxa-8-aza-spiro[4.5]decane (660 mg), conc. aqueous HCl (5 mL), and water (5 mL) is kept at room temperature over night. The mixture is basified with conc. aqueous ammonia and the precipitate is filtered off and dissolved in dichloromethane. The resulting solution is dried over Na2SO4 and concentrated in vacuo to give the title compound. TLC: rf=0.33 (silica gel, hexane/ethyl acetate 2:1); Mass spectrum (ESI+): m/z=244 [M+H]+. Reactants: FC(C(=O)NCCOCC#CC=1C(NC(N([C@H]2C[C@H](O)[C@@H](CO)O2)C1)=O)=O)(F)F (5-[3-(2-trifluoroacetamidoethoxy)propynyl]-2'-deoxyuridine), C(=O)[O-].[NH4+] (ammonium formate). The reagents and catalysts are [Pd] (Pd/C). The solvent is CO (methanol). Yields the product FC(C(=O)NCCOCCCC=1C(NC(N([C@H]2C[C@H](O)[C@@H](CO)O2)C1)=O)=O)(F)F (5-[3-(2-Trifluoroacetamidoethoxy)propyl]2'-deoxyuridine). Yield: 87.0%. As a reaction SMILES: [F:1][C:2]([F:29])([F:28])[C:3]([NH:5][CH2:6][CH2:7][O:8][CH2:9][C:10]#[C:11][C:12]1[C:13](=[O:27])[NH:14][C:15](=[O:26])[N:16]([CH:25]=1)[C@@H:17]1[O:24][C@H:21]([CH2:22][OH:23])[C@@H:19]([OH:20])[CH2:18]1)=[O:4].C([O-])=O.[NH4+]>CO.[Pd]>[F:28][C:2]([F:1])([F:29])[C:3]([NH:5][CH2:6][CH2:7][O:8][CH2:9][CH2:10][CH2:11][C:12]1[C:13](=[O:27])[NH:14][C:15](=[O:26])[N:16]([CH:25]=1)[C@@H:17]1[O:24][C@H:21]([CH2:22][OH:23])[C@@H:19]([OH:20])[CH2:18]1)=[O:4] |f:1.2|. Procedure: A solution of 5-[3-(2-trifluoroacetamidoethoxy)propynyl]-2'-deoxyuridine (3.4 g, 8.1 mmol) in methanol (20 ml) is stirred with ammonium formate (prepared by addition of 3 ml, 79 mmol of cold 98% formic acid into 2 ml, 50 mmol of dry ice frozen 25% ammonia) and 0.2 g of 10% Pd/C for 7 hours at room temperature under hydrogen atmosphere. The catalyst is removed by filtration, the filtrate evaporated and product is purified on LiChroprep RP-18 column by the above procedure. Fractions containing the...